The task is: describe an organic reaction: reactants, conditions, products, and yield. This data is from the Open Reaction Database (ORD), a public repository of structured organic reaction records. Starting materials: COC(=O)C=1C=C(C=C(C1)N1N=NN=C1)C1=C(C=CC=C1)OC (2′-methoxy-5-tetrazol-1-yl-biphenyl-3-carboxylic acid methyl ester), [OH-].[Na+] (NaOH). Run in CO (MeOH). Conditions: time 18 hour. The product is COC1=C(C=CC=C1)C1=CC(=CC(=C1)N1N=NN=C1)C(=O)O (2′-methoxy-5-tetrazol-1-yl-biphenyl-3-carboxylic acid). Isolated yield 51.2%. RXN SMILES: C[O:2][C:3]([C:5]1[CH:6]=[C:7]([C:16]2[CH:21]=[CH:20][CH:19]=[CH:18][C:17]=2[O:22][CH3:23])[CH:8]=[C:9]([N:11]2[CH:15]=[N:14][N:13]=[N:12]2)[CH:10]=1)=[O:4].[OH-].[Na+]>CO>[CH3:23][O:22][C:17]1[CH:18]=[CH:19][CH:20]=[CH:21][C:16]=1[C:7]1[CH:8]=[C:9]([N:11]2[CH:15]=[N:14][N:13]=[N:12]2)[CH:10]=[C:5]([C:3]([OH:4])=[O:2])[CH:6]=1 |f:1.2|. Procedure details: A mixture of 2′-methoxy-5-tetrazol-1-yl-biphenyl-3-carboxylic acid methyl ester (8.6 g, 27.7 mmol), 3N aqueous NaOH (28.5 mL) and MeOH (28.5 mL) was stirred at room temperature for 18 hours. The reaction mixture was filtered and the collected solid was partitioned between 1N aqueous HCl and methylene chloride. A white precipitate formed in the methylene chloride layer and was collected by filtration, washed with water and methylene chloride, and dried to give 4.2 g (46%) of 2′-methoxy-5-tetrazol...